This data is from the Open Reaction Database (ORD), a public repository of structured organic reaction records. The task is: describe an organic reaction: reactants, conditions, products, and yield Starting materials: NC1=NC=C(C=C1)I (2-amino 5-iodo pyridine), C1(=CC=CC=C1)S (thiophenol), C[O-].[Na+] (sodium methoxide). The reagents and catalysts are [Cu] (copper). The solvent is CO (methanol). The product is NC1=NC=C(C=C1)SC1=CC=CC=C1 (2-amino 5-phenylthio pyridine). Isolated yield 64.3%. RXN SMILES: [NH2:1][C:2]1[CH:7]=[CH:6][C:5](I)=[CH:4][N:3]=1.[C:9]1([SH:15])[CH:14]=[CH:13][CH:12]=[CH:11][CH:10]=1.C[O-].[Na+]>[Cu].CO>[NH2:1][C:2]1[CH:7]=[CH:6][C:5]([S:15][C:9]2[CH:14]=[CH:13][CH:12]=[CH:11][CH:10]=2)=[CH:4][N:3]=1 |f:2.3|. Procedure: 11 G. (0.05 moles) of 2-amino 5-iodo pyridine, 7.2 ml. (0.07 moles) of thiophenol, 3.8 g. (0.07 moles) of sodium methoxide, 1.0 g of copper powder and 100 ml. of methanol are heated 150° C. for 12 hours in a glass lined bomb. The reaction mixture is concentrated to dryness, extracted with chloroform and the chloroform extracts concentrated to dryness in vacuo affording 15 g. of a crude product which is chromatographed on 600 g. of silica gel, eluting with methylene chloride and ethyl acetate-met...